Dataset: the Open Reaction Database (ORD), a public repository of structured organic reaction records. Task: describe an organic reaction: reactants, conditions, products, and yield The reactants are OC1=CC=C(C(=O)OCCC)C=C1 (Propyl p-hydroxybenzoate), C(C1=CC=C(C(=O)Cl)C=C1)(=O)Cl (terephthalic dichloride). Product: C(CC)OC(=O)C1=CC=C(C=C1)OC(C1=CC=C(C(=O)OC2=CC=C(C=C2)C(=O)OCCC)C=C1)=O (di(p-propoxycarbonylphenyl)terephthalate). RXN SMILES: [OH:1][C:2]1[CH:13]=[CH:12][C:5]([C:6]([O:8][CH2:9][CH2:10][CH3:11])=[O:7])=[CH:4][CH:3]=1.[C:14](Cl)(=[O:24])[C:15]1[CH:23]=[CH:22][C:18]([C:19](Cl)=[O:20])=[CH:17][CH:16]=1>>[CH2:9]([O:8][C:6]([C:5]1[CH:4]=[CH:3][C:2]([O:1][C:14](=[O:24])[C:15]2[CH:23]=[CH:22][C:18]([C:19]([O:1][C:2]3[CH:3]=[CH:4][C:5]([C:6]([O:8][CH2:9][CH2:10][CH3:11])=[O:7])=[CH:12][CH:13]=3)=[O:20])=[CH:17][CH:16]=2)=[CH:13][CH:12]=1)=[O:7])[CH2:10][CH3:11]. Reported procedure: Propyl p-hydroxybenzoate and terephthalic dichloride are allowed to react in a similar procedure to Example 5. The reaction product is recrystallized from hexane-chloroform (1:1) to yield di(p-propoxycarbonylphenyl)terephthalate, m.p. 136°-139° C., as white crystals.